This data is from the Open Reaction Database (ORD), a public repository of structured organic reaction records. The task is: describe an organic reaction: reactants, conditions, products, and yield The reactants are C(C1=CC=CC=C1)N(CC1=CC=CC=C1)[C@H](C=O)CC1=CC=C(C=C1)OCC1=CC=CC=C1 ((S)-2-(N,N-dibenzylamino)-3-(4′-benzyloxyphenyl)-propionaldehyde), BrCCCCCCCCCCCCCCC (1-bromopentadecane). Yields the product C(C1=CC=CC=C1)OC1=CC=C(C=C1)C[C@@H]([C@@H](CCCCCCCCCCCCCCC)O)N(CC1=CC=CC=C1)CC1=CC=CC=C1 ((2S,3R)-1-(4′-Benzyloxyphenyl)-2-(N,N-dibenzylamino)-3-octadecanol), oil. Yield: 56.0%. RXN SMILES: [CH2:1]([N:8]([C@@H:16]([CH2:19][C:20]1[CH:25]=[CH:24][C:23]([O:26][CH2:27][C:28]2[CH:33]=[CH:32][CH:31]=[CH:30][CH:29]=2)=[CH:22][CH:21]=1)[CH:17]=[O:18])[CH2:9][C:10]1[CH:15]=[CH:14][CH:13]=[CH:12][CH:11]=1)[C:2]1[CH:7]=[CH:6][CH:5]=[CH:4][CH:3]=1.Br[CH2:35][CH2:36][CH2:37][CH2:38][CH2:39][CH2:40][CH2:41][CH2:42][CH2:43][CH2:44][CH2:45][CH2:46][CH2:47][CH2:48][CH3:49]>>[CH2:27]([O:26][C:23]1[CH:22]=[CH:21][C:20]([CH2:19][C@H:16]([N:8]([CH2:9][C:10]2[CH:15]=[CH:14][CH:13]=[CH:12][CH:11]=2)[CH2:1][C:2]2[CH:3]=[CH:4][CH:5]=[CH:6][CH:7]=2)[C@H:17]([OH:18])[CH2:49][CH2:48][CH2:47][CH2:46][CH2:45][CH2:44][CH2:43][CH2:42][CH2:41][CH2:40][CH2:39][CH2:38][CH2:37][CH2:36][CH3:35])=[CH:25][CH:24]=1)[C:28]1[CH:29]=[CH:30][CH:31]=[CH:32][CH:33]=1. Procedure: According to the method of Example 26, from aldehyde 20 (597 mg, 1.37 mmol) and 1-bromopentadecane (999 mg, 3.43 mmol), alcohol 74 was obtained as a colorless oil (496 mg, 56% yield). Starting materials: ClC1=NC2=C(C=CC=C2C(=N1)N1C(C2=CC=C(C=C2CC1)C)C)OC (2-Chloro-8-Methoxy-4-(1,6-Dimethyl-1,2,3,4-Tetrahydroisoquinoline-2-Yl)Quinazoline), FC1=CC(=C(N)C=C1)C (4-fluoro-2-methylaniline). The solvent is CN(C=O)C (dimethyl-formamide). The product is Cl.FC1=CC(=C(C=C1)NC1=NC2=C(C=CC=C2C(=N1)N1C(C2=CC=C(C=C2CC1)C)C)OC)C (2-(4-Fluoro-2-Methylphenyl-Amino)-8-Methoxy-4-(1,6-Dimethyl-1,2,3,4-Tetrahydroisoquinoline-2-Yl)Quinazoline Hydrochloride). Isolated yield 33.0%. As a reaction SMILES: [Cl:1][C:2]1[N:11]=[C:10]([N:12]2[CH2:21][CH2:20][C:19]3[C:14](=[CH:15][CH:16]=[C:17]([CH3:22])[CH:18]=3)[CH:13]2[CH3:23])[C:9]2[C:4](=[C:5]([O:24][CH3:25])[CH:6]=[CH:7][CH:8]=2)[N:3]=1.[F:26][C:27]1[CH:33]=[CH:32][C:30]([NH2:31])=[C:29]([CH3:34])[CH:28]=1>CN(C)C=O>[ClH:1].[F:26][C:27]1[CH:33]=[CH:32][C:30]([NH:31][C:2]2[N:11]=[C:10]([N:12]3[CH2:21][CH2:20][C:15]4[C:14](=[CH:19][CH:18]=[C:17]([CH3:22])[CH:16]=4)[CH:13]3[CH3:23])[C:9]3[C:4](=[C:5]([O:24][CH3:25])[CH:6]=[CH:7][CH:8]=3)[N:3]=2)=[C:29]([CH3:34])[CH:28]=1 |f:3.4|. Reported procedure: In accordance with the same procedures as in Example 18, except that to a mixture of 2.50 g of the compound (7.06 mM) prepared in Example 15 and 10 ml of dimethyl-formamide, 1.21 ml of 4-fluoro-2-methylaniline(14.9 mM) was added, 1.10 g of the title compound was prepared. Reactants: C1(=C(C(=CC(=C1)C)C)S(=O)(=O)ON)C (O-(mesitylsulfonyl)hydroxylamine), CC=1C(=NC(=CC1)C)N (3,6-dimethylpyridin-2-amine). The solvent is C(Cl)Cl (DCM), C(Cl)Cl (DCM). Conditions: time 1 hour. Product: NN1C(C(=CC=C1C)C)=[NH2+].CC1=C(C(=CC(=C1)C)C)S(=O)(=O)[O-] (1-Amino-3,6-dimethylpyridin-2(1H)-iminium 2,4,6-trimethylbenzenesulfonate). Reaction SMILES: [C:1]1([CH3:14])[CH:6]=[C:5]([CH3:7])[CH:4]=[C:3]([CH3:8])[C:2]=1[S:9]([O:12][NH2:13])(=[O:11])=[O:10].[CH3:15][C:16]1[C:17]([NH2:23])=[N:18][C:19]([CH3:22])=[CH:20][CH:21]=1>C(Cl)Cl>[NH2:13][N:18]1[C:19]([CH3:22])=[CH:20][CH:21]=[C:16]([CH3:15])[C:17]1=[NH2+:23].[CH3:8][C:3]1[CH:4]=[C:5]([CH3:7])[CH:6]=[C:1]([CH3:14])[C:2]=1[S:9]([O-:12])(=[O:11])=[O:10] |f:3.4|. Reported procedure: A solution of O-(mesitylsulfonyl)hydroxylamine (5.3 g, 24.6 mmol) in DCM (20 mL) was slowly added to a solution of 3,6-dimethylpyridin-2-amine (1.0 g, 8.2 mmol) in DCM (5 mL). A yellow precipitate was formed gradually, and after stirring for 1 h, the precipitate was collected by filtration and used for the next step without further purification. ESI MS: m/z 138 [M+H]+.